From a dataset of the Open Reaction Database (ORD), a public repository of structured organic reaction records. describe an organic reaction: reactants, conditions, products, and yield The reactants are ClC1=CC=2N(C=N1)N=CC2C(=O)Cl (5-chloropyrazolo[1,5-c]pyrimidine-3-carbonyl chloride), C1(CCCCC1)N (cyclohexylamine). Solvent: ClCCl (dichloromethane). Reaction conditions: time 15 minute. Yields the product ClC1=CC=2N(C=N1)N=CC2C(=O)NC2CCCCC2 (5-chloro-N-cyclohexylpyrazolo[1,5-c]pyrimidine-3-carboxamide). The yield is 100.0%. As a reaction SMILES: [Cl:1][C:2]1[N:7]=[CH:6][N:5]2[N:8]=[CH:9][C:10]([C:11](Cl)=[O:12])=[C:4]2[CH:3]=1.[CH:14]1([NH2:20])[CH2:19][CH2:18][CH2:17][CH2:16][CH2:15]1>ClCCl>[Cl:1][C:2]1[N:7]=[CH:6][N:5]2[N:8]=[CH:9][C:10]([C:11]([NH:20][CH:14]3[CH2:19][CH2:18][CH2:17][CH2:16][CH2:15]3)=[O:12])=[C:4]2[CH:3]=1. Procedure: To a stirred solution of crude 5-chloropyrazolo[1,5-c]pyrimidine-3-carbonyl chloride (200 mg, 0.9 mM, 1.0 equiv) in 15 mL of dichloromethane was added cyclohexylamine (400 ul, 4.0 mM, 4 equiv). The reaction mixture was stirred for 15 minutes then quenched with 0.4 mL of acetic acid. The reaction mixture was concentrated under reduced pressure and the residue partitioned between water and dichloromethane. The dichloromethane phase was concentrated, and the crude product purified by flash chromato... Starting materials: N1=CNC2=C1C=CC(=C2)N (benzimidazol-5-amine), ClC1=C(CBr)C=C(C=C1)Cl (2,5-dichlorobenzylbromide), C(=O)([O-])[O-].[K+].[K+] (K2CO3). The product is ClC1=C(CNC2=CC3=C(NC=N3)C=C2)C=C(C=C1)Cl (N-(2,5-Dichlorobenzyl)-1H-benzo[d]imidazol-5-amine). RXN SMILES: [N:1]1[C:5]2[CH:6]=[CH:7][C:8]([NH2:10])=[CH:9][C:4]=2[NH:3][CH:2]=1.[Cl:11][C:12]1[CH:19]=[CH:18][C:17]([Cl:20])=[CH:16][C:13]=1[CH2:14]Br.C([O-])([O-])=O.[K+].[K+]>>[Cl:11][C:12]1[CH:19]=[CH:18][C:17]([Cl:20])=[CH:16][C:13]=1[CH2:14][NH:10][C:8]1[CH:7]=[CH:6][C:5]2[NH:1][CH:2]=[N:3][C:4]=2[CH:9]=1 |f:2.3.4|. Reported procedure: The compound was synthesized starting from benzimidazol-5-amine (133 mg; 1 mmol; 1 eq.), 2,5-dichlorobenzylbromide (528 mg; 2.2 mmol; 2.2 eq.) and K2CO3 (304 mg; 2.2 mmol; 2.2 eq.) according to method 5. Yield: 0.045 g (15.4%); MS m/z: 292.2/294.3 [M+H]+; 1H-NMR (500 MHz, DMSO d6): δ 4.32 (d, 2H, 3J=6.1 Hz); 6.20 (br s, 1H); 6.43 (br s, 1H); 6.60 (dd, 1H, 4J=1.6 Hz, 3J=8.8 Hz); 7.30-7.33 (m, 2H); 7.40 (d, 1H, 4J=2.6 Hz); 7.49 (d, 1H, 3J=8.5 Hz); 7.86 (s, 1H), 11.83 (br s, 1H); HPLC (METHOD [A]):... Reactants: CC1(C(OB(O1)C=1C=NNC1)(C)C)C (4-(tetramethyl-1,3,2-dioxaborolan-2-yl)-1H-pyrazole), BrCC(C)C (1-bromo-2-methylpropane), C(=O)([O-])[O-].[Cs+].[Cs+] (Cs2CO3). Solvent: C(C)#N (acetonitrile). Reaction conditions: temperature 80 celsius, time 4 hour. Product: C(C(C)C)N1N=CC(=C1)B1OC(C(O1)(C)C)(C)C (1-iso-butyl-4-(4,4,5,5-tetramethyl-1,3,2-dioxaborolan-2-yl)-1H-pyrazole). The yield is 88.5%. Reaction SMILES: [CH3:1][C:2]1([CH3:14])[O:6][B:5]([C:7]2[CH:8]=[N:9][NH:10][CH:11]=2)[O:4][C:3]1([CH3:13])[CH3:12].Br[CH2:16][CH:17]([CH3:19])[CH3:18].C([O-])([O-])=O.[Cs+].[Cs+]>C(#N)C>[CH2:16]([N:9]1[CH:8]=[C:7]([B:5]2[O:6][C:2]([CH3:14])([CH3:1])[C:3]([CH3:13])([CH3:12])[O:4]2)[CH:11]=[N:10]1)[CH:17]([CH3:19])[CH3:18] |f:2.3.4|. Procedure details: A mixture of 4-(tetramethyl-1,3,2-dioxaborolan-2-yl)-1H-pyrazole (1 g, 5.15 mmol, 1.00 equiv), 1-bromo-2-methylpropane (1.05 g, 7.66 mmol, 1.49 equiv) and Cs2CO3 (3.36 g, 10.31 mmol, 2.00 equiv) in acetonitrile (60 mL) was stirred at 80° C. for 4 h. The reaction was cooled to room temperature and the solid material was removed by filtration. The filtrate was diluted with ethyl acetate (30 mL) and then washed with brine (40 mL). The organic layer was dried over anhydrous sodium sulfate and concen... Reactants: CO, NC(=O)c1cc(Cl)c([N+](=O)[O-])cc1[N+](=O)[O-], Cl, [K+], C1COCCO1, [OH-], O. Product: NC(=O)c1cc(O)c([N+](=O)[O-])cc1[N+](=O)[O-]. Reaction SMILES: [CH3:17][OH:18].[Cl:1][c:2]1[c:3]([N+:14](=[O:15])[O-:16])[cH:4][c:5]([N+:11](=[O:12])[O-:13])[c:6]([C:7](=[O:8])[NH2:9])[cH:10]1.[ClH:27].[K+:26].[O:19]1[CH2:20][CH2:21][O:22][CH2:23][CH2:24]1.[OH-:25].[OH2:28]>>[c:2]1([OH:19])[c:3]([N+:14](=[O:15])[O-:16])[cH:4][c:5]([N+:11](=[O:12])[O-:13])[c:6]([C:7](=[O:8])[NH2:9])[cH:10]1. Reactants: N#Cc1ncccc1F, CC(=O)O, CO, [Cl-], [NH4+], [Na]. Yields the product N=C(N)c1ncccc1F, Cl. Reaction SMILES: [C:1](#[N:2])[c:3]1[n:4][cH:5][cH:6][cH:7][c:8]1[F:9].[CH3:13][C:14](=[O:15])[OH:16].[CH3:17][OH:18].[Cl-:11].[NH4+:12].[Na:10]>>[C:1]([NH2:2])([c:3]1[n:4][cH:5][cH:6][cH:7][c:8]1[F:9])=[NH:12].[ClH:11]. Procedure details: To a solution of 15 g of sodium hydroxide in 135 g of water was added a mixture of 30 g (0.14 mol) of dimethyl 2,2'-[oxybis(methylene)]bis-2-propenoate and 60 mg of hydroquinone, which was followed by stirring at room temperature for 19 h. The reaction mixture was then brought to pH 1 with concentrated hydrochloric acid. The precipitated acid was filtered off, dissolved in 160 g of distilled water at 90° C., admixed with 10 g of active charcoal and then filtered hot. Cooling down to room tempera... RXN SMILES: [OH-].[Na+].[O:3]([CH2:11][C:12](=[CH2:17])[C:13]([O:15]C)=[O:14])[CH2:4][C:5](=[CH2:10])[C:6]([O:8]C)=[O:7].C1(C=CC(O)=CC=1)O.Cl>O>[O:3]([CH2:4][C:5](=[CH2:10])[C:6]([OH:8])=[O:7])[CH2:11][C:12](=[CH2:17])[C:13]([OH:15])=[O:14] |f:0.1|. Starting materials: Cl (hydrochloric acid), O(CC(C(=O)OC)=C)CC(C(=O)OC)=C (dimethyl 2,2'-[oxybis(methylene)]bis-2-propenoate), C1(O)=CC=C(O)C=C1 (hydroquinone), [OH-].[Na+] (sodium hydroxide). Solvent: O (water). The product is O(CC(C(=O)O)=C)CC(C(=O)O)=C (2,2'-[oxybis(methylene)]bis-2-propenoic acid). Run at time 19 hour. Reactants: O1C(CCCC1)OCCC1(CCC(NC1)=O)C1=CC(=C(C=C1)Cl)Cl (5-(2-tetrahydropyranyloxyethyl)-5-(3,4-dichlorophenyl)piperidinone), [H-].[Al+3].[Li+].[H-].[H-].[H-] (lithium aluminum hydride), O (water), [OH-].[Na+] (sodium hydroxide), O (water). The solvent is C1CCOC1 (THF), O1CCCC1 (tetrahydrofuran). Run at temperature 60 celsius. Product: O1C(CCCC1)OCCC1(CNCCC1)C1=CC(=C(C=C1)Cl)Cl (3-(2-Tetrahydropyranyloxyethyl)-3-(3,4-dichlorophenyl)piperidine). The yield is 90.6%. Reaction SMILES: [O:1]1[CH2:6][CH2:5][CH2:4][CH2:3][CH:2]1[O:7][CH2:8][CH2:9][C:10]1([C:17]2[CH:22]=[CH:21][C:20]([Cl:23])=[C:19]([Cl:24])[CH:18]=2)[CH2:15][NH:14][C:13](=O)[CH2:12][CH2:11]1.[H-].[Al+3].[Li+].[H-].[H-].[H-].O.[OH-].[Na+]>O1CCCC1>[O:1]1[CH2:6][CH2:5][CH2:4][CH2:3][CH:2]1[O:7][CH2:8][CH2:9][C:10]1([C:17]2[CH:22]=[CH:21][C:20]([Cl:23])=[C:19]([Cl:24])[CH:18]=2)[CH2:11][CH2:12][CH2:13][NH:14][CH2:15]1 |f:1.2.3.4.5.6,8.9|. Procedure details: 3.9 g of the 5-(2-tetrahydropyranyloxyethyl)-5-(3,4-dichlorophenyl)piperidinone prepared above are dissolved in 50 ml of tetrahydrofuran and the solution is added to a suspension of 0.9 g of lithium aluminum hydride in 5 ml of THF heated to 60° C. The reaction mixture is heated for one hour at 60° C. and then cooled. 1 ml of water, 1 ml of 4N sodium hydroxide and 3 ml of water are added. The insoluble portion is filtered off and the filtrate is concentrated under vacuum. The residue is taken up ... Reactants: C1=CC(=CC(=C1)S(=O)(=O)N)N, C1=CN=C(C=N1)Cl. The reagents and catalysts are C(=O)([O-])[O-].[Cs+].[Cs+], CC1(C2=C(C(=CC=C2)P(C3=CC=CC=C3)C4=CC=CC=C4)OC5=C1C=CC=C5P(C6=CC=CC=C6)C7=CC=CC=C7)C, CC(=O)O.CC(=O)O.[Pd]. Solvent: CC(=O)N(C)C. Reaction conditions: temperature 130 celsius. Product: C1=CC(=CC(=C1)S(=O)(=O)N)NC2=NC=CN=C2. The yield is 42.3%. Procedure details: A mixture of 3-aminobenzenesulfonamide (130mg, 0.75 mmol), 2-chloropyrazine (0.067 mL, 0.75 mmol),(9,9-dimethyl-9H-xanthene-4,5-diyl)bis(diphenylphosphine) (34.9 mg, 0.06 mmol), diacetoxypalladium (6.78 mg, 0.03 mmol) and cesium carbonate (295 mg, 0.91 mmol) in degassed DMA (2.1 mL) was heated **_in the microwave_** for 15 min at 130 °C.  LC MS FLA-04665-01-01 (pH extract 6-7) showed some product and few sulfanilamide left. Reaction was stopped. Extraction with AE + ethanol / aq. sat NH4Cl (pH7)...